Dataset: the Open Reaction Database (ORD), a public repository of structured organic reaction records. Task: describe an organic reaction: reactants, conditions, products, and yield The reactants are C1=CCCCC1, CCOP(=O)(COCCOCc1ccccc1)OCC, CCO. Product: CCOP(=O)(COCCO)OCC. As a reaction SMILES: [CH2:1]1[CH2:2][CH:3]=[CH:4][CH2:5][CH2:6]1.[CH2:7]([c:8]1[cH:9][cH:10][cH:11][cH:12][cH:13]1)[O:14][CH2:15][CH2:16][O:17][CH2:18][P:19]([O:20][CH2:21][CH3:22])([O:23][CH2:24][CH3:25])=[O:26].[CH3:27][CH2:28][OH:29]>>[OH:14][CH2:15][CH2:16][O:17][CH2:18][P:19]([O:20][CH2:21][CH3:22])([O:23][CH2:24][CH3:25])=[O:26].